This data is from the Open Reaction Database (ORD), a public repository of structured organic reaction records. The task is: describe an organic reaction: reactants, conditions, products, and yield Reactants: C1(CCCC1)[C@@H]1NC(O[C@H]2[C@H](CC/C=C/CC=3C(=NC=4C=CC=CC4C3O)O[C@@H]3C[C@H](N(C1=O)C3)C(=O)N[C@]3([C@@H](C3)C=C)C(NS(=O)(=O)C3CC3)=O)CCC2)=O ((3aR,7S,10S,12R,21E,24aS)-7-cyclopentyl-N-{(1R,2S)-1-[(cyclopropylsulfonyl)carbamoyl]-2-ethenylcyclopropyl}-19-hydroxy-5,8-dioxo-1,2,3,3a,5,6,7,8,11,12,20,23,24,24a-tetradecahydro-10H-9,12-methanocyclopenta[18,19][1,10,3,6]dioxadiazacyclononadecino[11,12-b]quinoline-10-carboxamide), C(C)(=O)OC(C)=O (acetic anhydride). Solvent: N1=CC=CC=C1 (pyridine). Yields the product C(C)(=O)OC1=C2C(=NC=3C=CC=CC13)O[C@@H]1C[C@H](N(C([C@@H](NC(O[C@H]3[C@H](CC/C=C/C2)CCC3)=O)C3CCCC3)=O)C1)C(N[C@]1([C@@H](C1)C=C)C(NS(=O)(=O)C1CC1)=O)=O ((3aR,7S,10S,12R,21E,24aS)-7-cyclopentyl-10-({(1R,2S)-1-[(cyclopropylsulfonyl)carbamoyl]-2-ethenylcyclopropyl}carbamoyl)-5,8-dioxo-1,2,3,3a,5,6,7,8,11,12,20,23,24,24a-tetradecahydro-10H-9,12-methanocyclopenta[18,19][1,10,3,6]dioxadiazacyclononadecino[11,12-b]quinolin-19-yl acetate). Reaction SMILES: [CH:1]1([C@H:6]2[C:33](=[O:34])[N:32]3[CH2:35][C@@H:29]([CH2:30][C@H:31]3[C:36]([NH:38][C@:39]3([C:44](=[O:52])[NH:45][S:46]([CH:49]4[CH2:51][CH2:50]4)(=[O:48])=[O:47])[CH2:41][C@H:40]3[CH:42]=[CH2:43])=[O:37])[O:28][C:18]3=[N:19][C:20]4[CH:21]=[CH:22][CH:23]=[CH:24][C:25]=4[C:26]([OH:27])=[C:17]3[CH2:16][CH:15]=[CH:14][CH2:13][CH2:12][C@@H:11]3[CH2:53][CH2:54][CH2:55][C@H:10]3[O:9][C:8](=[O:56])[NH:7]2)[CH2:5][CH2:4][CH2:3][CH2:2]1.[C:57](OC(=O)C)(=[O:59])[CH3:58]>N1C=CC=CC=1>[C:57]([O:27][C:26]1[C:25]2[CH:24]=[CH:23][CH:22]=[CH:21][C:20]=2[N:19]=[C:18]2[O:28][C@H:29]3[CH2:35][N:32]([C:33](=[O:34])[C@H:6]([CH:1]4[CH2:5][CH2:4][CH2:3][CH2:2]4)[NH:7][C:8](=[O:56])[O:9][C@@H:10]4[CH2:55][CH2:54][CH2:53][C@H:11]4[CH2:12][CH2:13][CH:14]=[CH:15][CH2:16][C:17]=12)[C@H:31]([C:36](=[O:37])[NH:38][C@:39]1([C:44](=[O:52])[NH:45][S:46]([CH:49]2[CH2:50][CH2:51]2)(=[O:47])=[O:48])[CH2:41][C@H:40]1[CH:42]=[CH2:43])[CH2:30]3)(=[O:59])[CH3:58]. Procedure details: To a solution of (3aR,7S,10S,12R,21E,24aS)-7-cyclopentyl-N-{(1R,2S)-1-[(cyclopropylsulfonyl)carbamoyl]-2-ethenylcyclopropyl}-19-hydroxy-5,8-dioxo-1,2,3,3a,5,6,7,8,11,12,20,23,24,24a-tetradecahydro-10H-9,12-methanocyclopenta[18,19][1,10,3,6]dioxadiazacyclononadecino[11,12-b]quinoline-10-carboxamide (Example 17) (35 mg) in pyridine (0.44 mL) was added acetic anhydride (42 μl). The reaction mixture was stirred at room temperature until disappearance of the starting material. The reaction was quench... The reactants are CC(C)(C)O, C=CCC(CN(C)C(=O)c1cc(OC)c(OC)c(OC)c1)c1ccc(Cl)c(Cl)c1, CC(C)=O, C[N+]1([O-])CCOCC1, CO, ClCCl, [Na+], [Na+], C1CCOC1, O, O, O=[Os](=O)(=O)=O, O=S([O-])([O-])=S. The product is COc1cc(C(=O)N(C)CC(CC=O)c2ccc(Cl)c(Cl)c2)cc(OC)c1OC. RXN SMILES: [C:31]([CH3:32])([CH3:33])([CH3:34])[OH:35].[CH3:1][N:2]([C:3]([c:4]1[cH:5][c:6]([O:14][CH3:15])[c:7]([O:12][CH3:13])[c:8]([O:10][CH3:11])[cH:9]1)=[O:16])[CH2:17][CH:18]([CH2:19][CH:20]=[CH2:21])[c:22]1[cH:23][c:24]([Cl:29])[c:25]([Cl:28])[cH:26][cH:27]1.[CH3:36][C:37]([CH3:38])=[O:39].[CH3:40][N+:41]1([O-:47])[CH2:42][CH2:43][O:44][CH2:45][CH2:46]1.[CH3:69][OH:70].[Cl:66][CH2:67][Cl:68].[Na+:53].[Na+:54].[O:61]1[CH2:62][CH2:63][CH2:64][CH2:65]1.[OH2:30].[OH2:60].[Os:55](=[O:56])(=[O:57])(=[O:58])=[O:59].[S:48]([O-:49])([O-:50])(=[O:51])=[S:52]>>[CH3:1][N:2]([C:3]([c:4]1[cH:5][c:6]([O:14][CH3:15])[c:7]([O:12][CH3:13])[c:8]([O:10][CH3:11])[cH:9]1)=[O:16])[CH2:17][CH:18]([CH2:19][CH:20]=[O:35])[c:22]1[cH:23][c:24]([Cl:29])[c:25]([Cl:28])[cH:26][cH:27]1. Starting materials: NC1=NC(=CC(=N1)N1C[C@H](CC[C@H]1C)C(=O)NC(C)(C1=CC=CC=C1)C)C1=CC(=C(C=C1)C#N)F ((3S,6R)-1-[2-amino-6-(4-cyano-3-fluorophenyl)-4-pyrimidinyl]-6-methyl-N-(1-methyl-1-phenylethyl)-3-piperidinecarboxamide), CCO (EtOH), CCN(C(C)C)C(C)C (Hunig's base), NN (hydrazine). The solvent is CO (CH3OH). Run at temperature 110 celsius, time 8 hour. The product is NC1=NC(=CC(=N1)N1C[C@H](CC[C@H]1C)C(=O)NC(C)(C1=CC=CC=C1)C)C1=CC=C2C(=NNC2=C1)N ((3S,6R)-1-[2-Amino-6-(3-amino-1H-indazol-6-yl)-4-pyrimidinyl]-6-methyl-N-(1-methyl-1-phenylethyl)-3-piperidinecarboxamide). Isolated yield 44.3%. Reaction SMILES: [NH2:1][C:2]1[N:7]=[C:6]([N:8]2[C@H:13]([CH3:14])[CH2:12][CH2:11][C@H:10]([C:15]([NH:17][C:18]([CH3:26])([C:20]3[CH:25]=[CH:24][CH:23]=[CH:22][CH:21]=3)[CH3:19])=[O:16])[CH2:9]2)[CH:5]=[C:4]([C:27]2[CH:32]=[CH:31][C:30]([C:33]#[N:34])=[C:29](F)[CH:28]=2)[N:3]=1.CCO.CCN(C(C)C)C(C)C.[NH2:48][NH2:49]>CO>[NH2:1][C:2]1[N:7]=[C:6]([N:8]2[C@H:13]([CH3:14])[CH2:12][CH2:11][C@H:10]([C:15]([NH:17][C:18]([CH3:26])([C:20]3[CH:25]=[CH:24][CH:23]=[CH:22][CH:21]=3)[CH3:19])=[O:16])[CH2:9]2)[CH:5]=[C:4]([C:27]2[CH:28]=[C:29]3[C:30]([C:33]([NH2:34])=[N:48][NH:49]3)=[CH:31][CH:32]=2)[N:3]=1. Reported procedure: Into a sealable tube, (3S,6R)-1-[2-amino-6-(4-cyano-3-fluorophenyl)-4-pyrimidinyl]-6-methyl-N-(1-methyl-1-phenylethyl)-3-piperidinecarboxamide (222 mg, 0.47 mmol), EtOH (5 mL), Hunig's base (0.082 ml, 0.47 mmol), and hydrazine anhydrous (0.089 mL, 2.82 mmol) were added, and the yellow suspension mixture was heated overnight at 110° C. in an oil bath. When the temperature of the reaction reached to 100° C., the solid in the mixture was all dissolved. After overnight, there was a yellow solution a... The reactants are ClC=1C=C2C3=CC(=CC=C3S(NC2=C2N=CC=CC12)(=O)=O)F (12-Chloro-9-fluoro-5H-6-thia-4,5-diaza-chrysene 6,6-dioxide), CCO (EtOH), [H-].[Na+] (NaH). Solvent: CN1CCCC1=O (NMP). Yields the product ClC=1C=C2C3=CC(=CC=C3S(NC2=C2N=CC=CC12)(=O)=O)OCC (12-Chloro-9-ethoxy-5H-6-thia-4,5-diaza-chrysene 6,6-dioxide). The yield is 9.3%. As a reaction SMILES: [Cl:1][C:2]1[CH:3]=[C:4]2[C:13](=[C:14]3[C:19]=1[CH:18]=[CH:17][CH:16]=[N:15]3)[NH:12][S:11](=[O:21])(=[O:20])[C:10]1[C:5]2=[CH:6][C:7](F)=[CH:8][CH:9]=1.[CH3:23][CH2:24][OH:25].[H-].[Na+]>CN1C(=O)CCC1>[Cl:1][C:2]1[CH:3]=[C:4]2[C:13](=[C:14]3[C:19]=1[CH:18]=[CH:17][CH:16]=[N:15]3)[NH:12][S:11](=[O:21])(=[O:20])[C:10]1[C:5]2=[CH:6][C:7]([O:25][CH2:24][CH3:23])=[CH:8][CH:9]=1 |f:2.3|. Procedure: In a similar fashion using route 51 general procedure 119, 12-chloro-9-fluoro-5H-6-thia-4,5-diaza-chrysene 6,6-dioxide 503 (0.3 g, 0.89 mmol), EtOH (0.12 g, 2.6 mmol), NaH (60% in mineral oil; 0.1 g, 2.6 mmol) and NMP (2 ml) gave the title compound (30 mg, 9%) after purification by column chromatography with DCM/MeOH (99:1) as the eluent.